From a dataset of the Open Reaction Database (ORD), a public repository of structured organic reaction records. describe an organic reaction: reactants, conditions, products, and yield The reactants are 26C, C(C)OC(C(C)(C)OC1=CC=C(C=C1)CCN)=O (2-[4-(2-amino-ethyl)-phenoxy]-2-methyl-propionic acid ethyl ester), C1(CC1)C1=NC(=NC=C1C(=O)O)C1=CC=C(C=C1)C(F)(F)F (4-cyclopropyl-2-(4-trifluoromethyl-phenyl)-pyrimidine-5-carboxylic acid). The product is C(C)OC(C(C)(C)OC1=CC=C(C=C1)CCNC(=O)C=1C(=NC(=NC1)C1=CC=C(C=C1)C(F)(F)F)C1CC1)=O (2-[4-(2-{[4-cyclopropyl-2-(4-trifluoromethyl-phenyl)-pyrimidine-5-carbonyl]-amino}-ethyl)-phenoxy]-2-methyl-propionic acid ethyl ester). RXN SMILES: [CH2:1]([O:3][C:4](=[O:18])[C:5]([O:8][C:9]1[CH:14]=[CH:13][C:12]([CH2:15][CH2:16][NH2:17])=[CH:11][CH:10]=1)([CH3:7])[CH3:6])[CH3:2].[CH:19]1([C:22]2[C:27]([C:28](O)=[O:29])=[CH:26][N:25]=[C:24]([C:31]3[CH:36]=[CH:35][C:34]([C:37]([F:40])([F:39])[F:38])=[CH:33][CH:32]=3)[N:23]=2)[CH2:21][CH2:20]1>>[CH2:1]([O:3][C:4](=[O:18])[C:5]([O:8][C:9]1[CH:10]=[CH:11][C:12]([CH2:15][CH2:16][NH:17][C:28]([C:27]2[C:22]([CH:19]3[CH2:21][CH2:20]3)=[N:23][C:24]([C:31]3[CH:32]=[CH:33][C:34]([C:37]([F:39])([F:40])[F:38])=[CH:35][CH:36]=3)=[N:25][CH:26]=2)=[O:29])=[CH:13][CH:14]=1)([CH3:7])[CH3:6])[CH3:2]. Procedure details: In analogy to the procedures described in example 26B] and 26C], 2-[4-(2-amino-ethyl)-phenoxy]-2-methyl-propionic acid ethyl ester (example 84A]) was reacted with 4-cyclopropyl-2-(4-trifluoromethyl-phenyl)-pyrimidine-5-carboxylic acid (example 53B]) to give 2-[4-(2-{[4-cyclopropyl-2-(4-trifluoromethyl-phenyl)-pyrimidine-5-carbonyl]-amino}-ethyl)-phenoxy]-2-methyl-propionic acid ethyl ester, which was subsequently saponified to yield the title compound as colorless solid. Yields the product CCCC(=N)SCc1cccc(Br)c1, Cl. Reactants: ClCc1cccc(Br)c1, CCCC(N)=S, c1ccccc1. As a reaction SMILES: [Br:7][c:8]1[cH:9][c:10]([CH2:11][Cl:12])[cH:13][cH:14][cH:15]1.[C:1]([CH2:2][CH2:3][CH3:4])(=[S:5])[NH2:6].[cH:16]1[cH:17][cH:18][cH:19][cH:20][cH:21]1>>[C:1]([CH2:2][CH2:3][CH3:4])([S:5][CH2:11][c:10]1[cH:9][c:8]([Br:7])[cH:15][cH:14][cH:13]1)=[NH:6].[ClH:12]. Reactants: C1(CCC1)OCC1=CC(=C(C(=C1)OC)C=1N2C(SC1)=C(C(=N2)OC)N(C2CCOCC2)CCC)OC (3-{4-[(cyclobutyloxy)methyl]-2,6-dimethoxyphenyl}-6-methoxy-N-propyl-N-(tetrahydro-2H-pyran-4-yl)pyrazolo[5,1-b][1,3]thiazole-7-amine), P(O)(O)(O)=O (phosphoric acid). The solvent is C(C)(=O)OCC (ethyl acetate). Run at time 5 minute. Yields the product P(=O)(O)(O)O.C1(CCC1)OCC1=CC(=C(C(=C1)OC)C=1N2C(SC1)=C(C(=N2)OC)N(C2CCOCC2)CCC)OC (3-{4-[(Cyclobutyloxy)methyl]-2,6-dimethoxyphenyl}-6-methoxy-N-propyl-N-(tetrahydro-2H-pyran-4-yl)pyrazolo[5,1-b][1,3]thiazole-7-amine phosphate). Reaction SMILES: [CH:1]1([O:5][CH2:6][C:7]2[CH:12]=[C:11]([O:13][CH3:14])[C:10]([C:15]3[N:16]4[N:22]=[C:21]([O:23][CH3:24])[C:20]([N:25]([CH2:32][CH2:33][CH3:34])[CH:26]5[CH2:31][CH2:30][O:29][CH2:28][CH2:27]5)=[C:17]4[S:18][CH:19]=3)=[C:9]([O:35][CH3:36])[CH:8]=2)[CH2:4][CH2:3][CH2:2]1.[P:37](=[O:41])([OH:40])([OH:39])[OH:38]>C(OCC)(=O)C>[P:37]([OH:41])([OH:40])([OH:39])=[O:38].[CH:1]1([O:5][CH2:6][C:7]2[CH:12]=[C:11]([O:13][CH3:14])[C:10]([C:15]3[N:16]4[N:22]=[C:21]([O:23][CH3:24])[C:20]([N:25]([CH2:32][CH2:33][CH3:34])[CH:26]5[CH2:31][CH2:30][O:29][CH2:28][CH2:27]5)=[C:17]4[S:18][CH:19]=3)=[C:9]([O:35][CH3:36])[CH:8]=2)[CH2:2][CH2:3][CH2:4]1 |f:3.4|. Procedure details: To a mixture of 3-{4-[(cyclobutyloxy)methyl]-2,6-dimethoxyphenyl}-6-methoxy-N-propyl-N-(tetrahydro-2H-pyran-4-yl)pyrazolo[5,1-b][1,3]thiazole-7-amine (30.0 mg) and ethyl acetate (0.6 mL) was added phosphoric acid (14.6M, 4.00 μL). The mixture was stirred at room temperature for 5 minutes and the solvent was removed by blowing nitrogen stream and dried to obtain the title compound (36.1 mg). The reactants are Cl.N[C@@H]1C(N(CC1)CC=1C=C(C#N)C=CC1)=O (3-(3-(S)-amino-2-oxopyrrolidin-1-ylmethyl)benzonitrile hydrochloride), N1=CC(=CC=C1)C1=CC=C(C=C1)S(=O)(=O)Cl (4-pyridin-3-ylbenzenesulfonyl chloride). The product is C(#N)C=1C=C(CN2C([C@H](CC2)NS(=O)(=O)C2=CC=C(C=C2)C=2C=NC=CC2)=O)C=CC1 (4-Pyridin-3-ylbenzene sulfonic acid [1-(3-cyanobenzyl)-2-oxopyrrolidin-3-(S)-yl]amide), solid. Reported procedure: The title compound is prepared from 3-(3-(S)-amino-2-oxopyrrolidin-1-ylmethyl)benzonitrile hydrochloride (0.3 g, 1.2 mmol) as in EXAMPLE 24, Part B using 4-pyridin-3-ylbenzenesulfonyl chloride (0.57 g, 2.4 mmol) in place of 6-methoxynaphthalene-2-sulfonyl chloride. The crude product is purified by chromatography (2.5% MeOH/CH2Cl2 to 5% MeOH/CH2Cl2) to obtain a white solid (0.08 g, 0.18 mmol). Isolated yield 15.0%. As a reaction SMILES: Cl.[NH2:2][C@H:3]1[CH2:7][CH2:6][N:5]([CH2:8][C:9]2[CH:10]=[C:11]([CH:14]=[CH:15][CH:16]=2)[C:12]#[N:13])[C:4]1=[O:17].[N:18]1[CH:23]=[CH:22][CH:21]=[C:20]([C:24]2[CH:29]=[CH:28][C:27]([S:30](Cl)(=[O:32])=[O:31])=[CH:26][CH:25]=2)[CH:19]=1>>[C:12]([C:11]1[CH:10]=[C:9]([CH:16]=[CH:15][CH:14]=1)[CH2:8][N:5]1[CH2:6][CH2:7][C@H:3]([NH:2][S:30]([C:27]2[CH:26]=[CH:25][C:24]([C:20]3[CH:19]=[N:18][CH:23]=[CH:22][CH:21]=3)=[CH:29][CH:28]=2)(=[O:31])=[O:32])[C:4]1=[O:17])#[N:13] |f:0.1|. Reactants: COc1ccc(CCBr)cc1, Cc1nc(-c2ccn[nH]2)sc1C(=O)NCc1cccnc1. Product: COc1ccc(CCn2ccc(-c3nc(C)c(C(=O)NCc4cccnc4)s3)n2)cc1. RXN SMILES: [Br:22][CH2:23][CH2:24][c:25]1[cH:26][cH:27][c:28]([O:31][CH3:32])[cH:29][cH:30]1.[n:1]1[cH:2][c:3]([CH2:7][NH:8][C:9](=[O:10])[c:11]2[c:12]([CH3:21])[n:13][c:14](-[c:16]3[nH:17][n:18][cH:19][cH:20]3)[s:15]2)[cH:4][cH:5][cH:6]1>>[n:1]1[cH:2][c:3]([CH2:7][NH:8][C:9](=[O:10])[c:11]2[c:12]([CH3:21])[n:13][c:14](-[c:16]3[n:17][n:18]([CH2:23][CH2:24][c:25]4[cH:26][cH:27][c:28]([O:31][CH3:32])[cH:29][cH:30]4)[cH:19][cH:20]3)[s:15]2)[cH:4][cH:5][cH:6]1. Starting materials: N1C=NC=C1 (imidazole), IC1=CC=C(C=C1)C1(CCC2(OCCO2)CC1)O (8-(4-iodo-phenyl)-1,4-dioxa-spiro[4.5]decan-8-ol), C(=O)([O-])[O-].[Cs+].[Cs+] (Cs2CO3). The reagents and catalysts are [Cu]I (CuI). The solvent is C(C)(=O)OCC (ethyl acetate), O (water), CN(C)C=O (DMF). Conditions: temperature 190 celsius, time 10 minute. Yields the product OC1(CCC(CC1)=O)C1=CC=C(C=C1)N1C=NC=C1 (4-Hydroxy-4-[4-(1H-imidazol-1-yl)phenyl]cyclohexanone). Reaction SMILES: [NH:1]1[CH:5]=[CH:4][N:3]=[CH:2]1.I[C:7]1[CH:12]=[CH:11][C:10]([C:13]2([OH:23])[CH2:22][CH2:21][C:16]3(OCC[O:17]3)[CH2:15][CH2:14]2)=[CH:9][CH:8]=1.C([O-])([O-])=O.[Cs+].[Cs+]>CN(C=O)C.C(OCC)(=O)C.O.[Cu]I>[OH:23][C:13]1([C:10]2[CH:11]=[CH:12][C:7]([N:1]3[CH:5]=[CH:4][N:3]=[CH:2]3)=[CH:8][CH:9]=2)[CH2:14][CH2:15][C:16](=[O:17])[CH2:21][CH2:22]1 |f:2.3.4|. Procedure: To a solution of imidazole (102 mg, 1.5 mmol) and 8-(4-iodo-phenyl)-1,4-dioxa-spiro[4.5]decan-8-ol (316 mg, 1 mmol) in DMF (1 mL) was added CuI (19 mg, 0.1 mmol) and Cs2CO3 (488 mg, 1.5 mmol) and the mixture was stirred at 190° C. under microwave for 10 min. The mixture was diluted with ethyl acetate (50 mL) and water (10 mL). The organic layer was filtered through celite and the filtrate was washed with saline solution (2×10 mL), dried over sodium sulfate, and concentrated in vacuo. The residue... Procedure: In a similar manner to that described in Reference example 3(g), a reaction was carried out using ethyl 2-(4-isopropylphenoxy)-3-[4-(2-hydroxyethoxy)phenyl]-2-methylpropionate (0.66 g), which is the product of Reference example 9(d), triethylamine (0.36 ml) and methanesulfonyl chloride (0.15 ml) and the reaction mixture was treated to afford the desired compound (0.64 g) as a syrup. The product is C(C)(C)C1=CC=C(OC(C(=O)OCC)(CC2=CC=C(C=C2)OCCOS(=O)(=O)C)C)C=C1 (Ethyl 2-(4-isopropylphenoxy)-3-[4-(2-methanesulfonyloxyethoxy)phenyl]-2-methylpropionate). As a reaction SMILES: [CH:1]([C:4]1[CH:28]=[CH:27][C:7]([O:8][C:9]([CH3:26])([CH2:15][C:16]2[CH:21]=[CH:20][C:19]([O:22][CH2:23][CH2:24][OH:25])=[CH:18][CH:17]=2)[C:10]([O:12][CH2:13][CH3:14])=[O:11])=[CH:6][CH:5]=1)([CH3:3])[CH3:2].[CH3:29][S:30](Cl)(=[O:32])=[O:31]>C(N(CC)CC)C>[CH:1]([C:4]1[CH:28]=[CH:27][C:7]([O:8][C:9]([CH3:26])([CH2:15][C:16]2[CH:17]=[CH:18][C:19]([O:22][CH2:23][CH2:24][O:25][S:30]([CH3:29])(=[O:32])=[O:31])=[CH:20][CH:21]=2)[C:10]([O:12][CH2:13][CH3:14])=[O:11])=[CH:6][CH:5]=1)([CH3:2])[CH3:3]. Reactants: C(C)(C)C1=CC=C(OC(C(=O)OCC)(CC2=CC=C(C=C2)OCCO)C)C=C1 (ethyl 2-(4-isopropylphenoxy)-3-[4-(2-hydroxyethoxy)phenyl]-2-methylpropionate), CS(=O)(=O)Cl (methanesulfonyl chloride). Run in C(C)N(CC)CC (triethylamine). Starting materials: [H-].[Na+] (sodium hydride), OC1=CC=C(C(=O)OC)C=C1 (methyl 4-hydroxybenzoate), O (water), COCCOCCl (2-methoxyethoxymethyl chloride). The solvent is O1CCCC1 (tetrahydrofuran), CN(C=O)C (dimethylformamide). Run at time 20 minute. Product: COCCOCOC1=CC=C(C(=O)OC)C=C1 (methyl 4-(2-methoxyethoxymethoxy)benzoate). The yield is 101.4%. RXN SMILES: [H-].[Na+].[OH:3][C:4]1[CH:13]=[CH:12][C:7]([C:8]([O:10][CH3:11])=[O:9])=[CH:6][CH:5]=1.[CH3:14][O:15][CH2:16][CH2:17][O:18][CH2:19]Cl.O>O1CCCC1.CN(C)C=O>[CH3:14][O:15][CH2:16][CH2:17][O:18][CH2:19][O:3][C:4]1[CH:5]=[CH:6][C:7]([C:8]([O:10][CH3:11])=[O:9])=[CH:12][CH:13]=1 |f:0.1|. Reported procedure: 3.2 g (78.9 mmol) of 60% sodium hydride are added to a solution of 10 g (65.7 mmol) of methyl 4-hydroxybenzoate in 50 ml of tetrahydrofuran and 50 ml of dimethylformamide. The reaction medium is stirred at ambient temperature for 20 minutes then 8.3 g (72.3 mmol) of 2-methoxyethoxymethyl chloride are added. After stirring for 24 h at ambient temperature, the mixture is poured over water then extracted with ethyl acetate. The organic phase is washed with water then with a saturated aqueous soluti... As a reaction SMILES: [F:11][c:12]1[c:13](=[O:19])[nH:14][c:15](=[O:18])[nH:16][cH:17]1.[n:1]1[cH:2][cH:3][c:4]([CH2:7][N:8]=[C:9]=[O:10])[cH:5][cH:6]1>>[n:1]1[cH:2][cH:3][c:4]([CH2:7][NH:8][C:9](=[O:10])[n:16]2[c:15](=[O:18])[nH:14][c:13](=[O:19])[c:12]([F:11])[cH:17]2)[cH:5][cH:6]1. The product is O=C(NCc1ccncc1)n1cc(F)c(=O)[nH]c1=O. Reactants: O=c1[nH]cc(F)c(=O)[nH]1, O=C=NCc1ccncc1. Starting materials: C1=CC=CC=2C3=CC=CC=C3N(C12)C1=CC=C(C=C1)C(C)=O (1-(4-carbazol-9-yl-phenyl)-ethanone), FC1=CC=C(C(=O)Cl)C=C1 (p-fluorobenzoyl chloride), [Al+3].[Cl-].[Cl-].[Cl-] (AlCl3), C(C)(=O)Cl (acetyl chloride), [Al+3].[Cl-].[Cl-].[Cl-] (AlCl3), ice water. Run in C(Cl)Cl (CH2Cl2). Reaction conditions: time 8 hour. Product: C(C)(=O)C=1C=CC=2N(C3=CC=C(C=C3C2C1)C(C1=CC=C(C=C1)F)=O)C1=CC=C(C=C1)C(C)=O (1-{4-[3-Acetyl-6-(4-fluoro-benzoyl)-carbazol-9-yl]-phenyl}-ethanone). Reaction SMILES: [CH:1]1[C:13]2[N:12]([C:14]3[CH:19]=[CH:18][C:17]([C:20](=[O:22])[CH3:21])=[CH:16][CH:15]=3)[C:11]3[C:6](=[CH:7][CH:8]=[CH:9][CH:10]=3)[C:5]=2[CH:4]=[CH:3][CH:2]=1.[F:23][C:24]1[CH:32]=[CH:31][C:27]([C:28](Cl)=[O:29])=[CH:26][CH:25]=1.[Al+3].[Cl-].[Cl-].[Cl-].[C:37](Cl)(=[O:39])[CH3:38]>C(Cl)Cl>[C:37]([C:8]1[CH:9]=[CH:10][C:11]2[N:12]([C:14]3[CH:15]=[CH:16][C:17]([C:20](=[O:22])[CH3:21])=[CH:18][CH:19]=3)[C:13]3[C:5]([C:6]=2[CH:7]=1)=[CH:4][C:3]([C:28](=[O:29])[C:27]1[CH:31]=[CH:32][C:24]([F:23])=[CH:25][CH:26]=1)=[CH:2][CH:1]=3)(=[O:39])[CH3:38] |f:2.3.4.5|. Procedure: To 1-(4-carbazol-9-yl-phenyl)-ethanone (5.71 g) in CH2Cl2 (150 mL) is added p-fluorobenzoyl chloride (3.17 g) and AlCl3 (5.41 g) at 0° C. After stirring overnight at room temperature, acetyl chloride (1.73 g) and AlCl3 (2.93 g) are further added at 0° C. and the mixture is stirred at room temperature overnight. The reaction mixture is poured into ice-water, and the crude product is extracted twice with CH2Cl2. The combined organic layer is washed with H2O and brine, dried over MgSO4, and concent...